The task is: describe an organic reaction: reactants, conditions, products, and yield. This data is from the Open Reaction Database (ORD), a public repository of structured organic reaction records. Starting materials: CCN(CC)C(=O)c1ccc(I)cc1, COCCOC, COc1ccccc1OB(O)O, Cc1ccccc1, [Na+], [Na+], O=C([O-])[O-], O, c1ccc(P(c2ccccc2)(c2ccccc2)[Pd](P(c2ccccc2)(c2ccccc2)c2ccccc2)(P(c2ccccc2)(c2ccccc2)c2ccccc2)P(c2ccccc2)(c2ccccc2)c2ccccc2)cc1. The product is CCN(CC)C(=O)c1ccc(-c2ccccc2OC)cc1. Reaction SMILES: [CH2:1]([CH3:2])[N:3]([C:4](=[O:5])[c:6]1[cH:7][cH:8][c:9]([I:12])[cH:10][cH:11]1)[CH2:13][CH3:14].[CH2:33]([CH2:34][O:35][CH3:36])[O:37][CH3:38].[CH3:15][O:16][c:17]1[c:18]([O:23][B:24]([OH:25])[OH:26])[cH:19][cH:20][cH:21][cH:22]1.[CH3:39][c:40]1[cH:41][cH:42][cH:43][cH:44][cH:45]1.[Na+:27].[Na+:28].[O-:29][C:30](=[O:31])[O-:32].[OH2:46].[cH:47]1[cH:48][cH:49][c:50]([P:51]([Pd:52]([P:53]([c:54]2[cH:55][cH:56][cH:57][cH:58][cH:59]2)([c:60]2[cH:61][cH:62][cH:63][cH:64][cH:65]2)[c:66]2[cH:67][cH:68][cH:69][cH:70][cH:71]2)([P:72]([c:73]2[cH:74][cH:75][cH:76][cH:77][cH:78]2)([c:79]2[cH:80][cH:81][cH:82][cH:83][cH:84]2)[c:85]2[cH:86][cH:87][cH:88][cH:89][cH:90]2)[P:91]([c:92]2[cH:93][cH:94][cH:95][cH:96][cH:97]2)([c:98]2[cH:99][cH:100][cH:101][cH:102][cH:103]2)[c:104]2[cH:105][cH:106][cH:107][cH:108][cH:109]2)([c:110]2[cH:111][cH:112][cH:113][cH:114][cH:115]2)[c:116]2[cH:117][cH:118][cH:119][cH:120][cH:121]2)[cH:122][cH:123]1>>[CH2:1]([CH3:2])[N:3]([C:4](=[O:5])[c:6]1[cH:7][cH:8][c:9](-[c:18]2[c:17]([O:16][CH3:15])[cH:22][cH:21][cH:20][cH:19]2)[cH:10][cH:11]1)[CH2:13][CH3:14]. Yields the product NC1=NC=CC2=CC=C(C=C12)Br (1-Amino-7-bromoisoquinoline). As a reaction SMILES: [Br:1][C:2]1[CH:11]=[C:10]2[C:5]([CH:6]=[CH:7][N:8]=[C:9]2OC2C=CC=CC=2)=[CH:4][CH:3]=1.[NH2:19]C1C2C(=CC(Br)=CC=2)C=CN=1>>[NH2:19][C:9]1[C:10]2[C:5](=[CH:4][CH:3]=[C:2]([Br:1])[CH:11]=2)[CH:6]=[CH:7][N:8]=1. Starting materials: BrC1=CC=C2C=CN=C(C2=C1)OC1=CC=CC=C1 (7-Bromo-1-phenoxyisoquinoline), NC1=NC=CC2=CC(=CC=C12)Br (1-Amino-6-bromoisoquinoline). Procedure: Compound 37d was prepared from 37c using the procedure described for 1d. 1H-NMR 200 MHz (CDCl3) δ: 5.1 (2H, br.s), 7.03 (1H, dd, J=6 Hz and J=1 Hz), 7.59 (1H, d, J=9 Hz), 7.70 (1H, dd, J=9 Hz and J=2 Hz), 7.95-8.00 (2H, m). The reactants are CCOC(=O)C(F)(F)c1ccc(C=O)cc1, Nc1cccc(-c2c(C(=O)c3ccccc3)cnc3c(C(F)(F)F)cccc23)c1. The product is CCOC(=O)C(F)(F)c1ccc(CNc2cccc(-c3c(C(=O)c4ccccc4)cnc4c(C(F)(F)F)cccc34)c2)cc1. RXN SMILES: [CH2:30]([CH3:31])[O:32][C:33]([C:34]([c:35]1[cH:36][cH:37][c:38]([CH:41]=[O:42])[cH:39][cH:40]1)([F:43])[F:44])=[O:45].[NH2:1][c:2]1[cH:3][c:4](-[c:8]2[c:9]([C:22](=[O:23])[c:24]3[cH:25][cH:26][cH:27][cH:28][cH:29]3)[cH:10][n:11][c:12]3[c:13]([C:18]([F:19])([F:20])[F:21])[cH:14][cH:15][cH:16][c:17]23)[cH:5][cH:6][cH:7]1>>[NH:1]([c:2]1[cH:3][c:4](-[c:8]2[c:9]([C:22](=[O:23])[c:24]3[cH:25][cH:26][cH:27][cH:28][cH:29]3)[cH:10][n:11][c:12]3[c:13]([C:18]([F:19])([F:20])[F:21])[cH:14][cH:15][cH:16][c:17]23)[cH:5][cH:6][cH:7]1)[CH2:41][c:38]1[cH:37][cH:36][c:35]([C:34]([C:33]([O:32][CH2:30][CH3:31])=[O:45])([F:43])[F:44])[cH:40][cH:39]1.